Dataset: the Open Reaction Database (ORD), a public repository of structured organic reaction records. Task: describe an organic reaction: reactants, conditions, products, and yield Product: C(C=C)N=C=S.O=[N+](C(Cl)(Cl)Cl)[O-] (Allyl Isothiocyanate chloropicrin). Reaction conditions: time 3 minute. The reactants are C(CN)N (ethylenediamine), O=[N+](C(Cl)(Cl)Cl)[O-] (chloropicrin), C1(=CC=CC=C1)S(=O)(=O)OCCCCCCCCCCCC.[Na] (sodium dodecyl benzenesulphonate), poly[(phenyl isocyanate)-co-formaldehyde]. Run in O (water), C(C=C)N=C=S (allyl isothiocyanate), O (water). Procedure: The aqueous phase is prepared by dissolving 1.0 g of sodium dodecyl benzenesulphonate in 100 ml of water. The organic phase is prepared by dissolving 3.0 g of poly[(phenyl isocyanate)-co-formaldehyde] (Mn about 400) in a mixture of 5 g of allyl isothiocyanate and 15 g of chloropicrin. The two phases are emulsified with a rod mixer at a rate of about 350 r.p.m. for 3 minutes at room temperature. During the emulsification an aqueous solution is added, obtained by diluting 0.70 g of ethylenediamine... As a reaction SMILES: [C:1]1([S:7](OCCCCCCCCCCCC)(=O)=O)C=CC=CC=1.[Na].[CH2:24]([NH2:27])[CH2:25]N.[O:28]=[N+:29]([O-:34])[C:30]([Cl:33])([Cl:32])[Cl:31]>O.C(N=C=S)C=C>[CH2:24]([N:27]=[C:1]=[S:7])[CH:25]=[CH2:30].[O:28]=[N+:29]([O-:34])[C:30]([Cl:33])([Cl:32])[Cl:31] |f:0.1,6.7,^1:22|. Reactants: O (water), C(CCCCC=C)C(C(=O)OC)C(=O)OC (Dimethyl 2-hept-6-enylpropan-1,3-dioate), FC(C(CCCCCCI)(F)F)(F)F (1,1,1,2,2-Pentafluoro-8-iodooctane), [H-].[Na+] (sodium hydride). The solvent is CCCCCC.C(C)(=O)OCC (n-hexane ethyl acetate), CS(=O)C (DMSO). Conditions: time 30 minute. Product: C(CCCCC=C)C(C(=O)OC)(C(=O)OC)CCCCCCC(C(F)(F)F)(F)F (Dimethyl 2-hept-6-enyl-2-(7,7,8,8,8-pentafluorooctyl)propan-1,3-dioate). Isolated yield 98.7%. RXN SMILES: [CH2:1]([CH:8]([C:13]([O:15][CH3:16])=[O:14])[C:9]([O:11][CH3:12])=[O:10])[CH2:2][CH2:3][CH2:4][CH2:5][CH:6]=[CH2:7].[H-].[Na+].[F:19][C:20]([F:32])([F:31])[C:21]([F:30])([F:29])[CH2:22][CH2:23][CH2:24][CH2:25][CH2:26][CH2:27]I.O>CS(C)=O.CCCCCC.C(OCC)(=O)C>[CH2:1]([C:8]([CH2:27][CH2:26][CH2:25][CH2:24][CH2:23][CH2:22][C:21]([F:29])([F:30])[C:20]([F:19])([F:31])[F:32])([C:13]([O:15][CH3:16])=[O:14])[C:9]([O:11][CH3:12])=[O:10])[CH2:2][CH2:3][CH2:4][CH2:5][CH:6]=[CH2:7] |f:1.2,6.7|. Reported procedure: Dimethyl 2-hept-6-enylpropan-1,3-dioate(5 g, 21.9 mmol) prepared in Step 3 was dissolved in anhydrous DMSO(50 ml), 60% sodium hydride(0.96 g, 24.09 mmol) was added at room temperature, and the resulting mixture was stirred for 30 minutes at room temperature. To the reaction mixture was added 1,1,1,2,2-pentafluoro-8-iodooctane(8.7 g, 26.28 mmol) prepared in Step 2, which was then stirred overnight under heating at 70˜80° C. The temperature was lowered to 0° C. and water was added. The mixture thu... Starting materials: N(=C=O)CC(=O)OCC (ethyl isocyanatoacetate), NC1=NN=C(O1)C1=C(C=NC=C1)NC1=C(C=C(C=C1)I)F ([4-(5-Amino-[1,3,4]oxadiazol-2-yl)-pyridin-3-yl]-(2-fluoro-4-iodo-phenyl)-amine), N(=C=O)CC(=O)[O-] (isocyanatoacetate). Procedure: A suspension of [4-(5-Amino-[1,3,4]oxadiazol-2-yl)-pyridin-3-yl]-(2-fluoro-4-iodo-phenyl)-amine (0.200 g, 0.504 mmol) in dry THF (3 mL) was treated with ethyl isocyanatoacetate (0.077 g, 0.596 mmol). The reaction mixture was stirred at RT overnight. More isocyanatoacetate (0.083 g, 0.643 mmol) was added, and the mixture was stirred for another 72 hrs. The material was diluted with diethyl ether (2 mL), filtered and dried under high vacuum for 2 h to afford a yellow solid product (0.144 g, 0.274 ... Yields the product C(C)OC(CNC(=O)NC=1OC(=NN1)C1=C(C=NC=C1)NC1=C(C=C(C=C1)I)F)=O ((3-{5-[3-(2-Fluoro-4-iodo-phenylamino)-pyridin-4-yl]-[1,3,4]oxadiazol-2-yl}-ureido)-acetic acid ethylester). RXN SMILES: [NH2:1][C:2]1[O:6][C:5]([C:7]2[CH:12]=[CH:11][N:10]=[CH:9][C:8]=2[NH:13][C:14]2[CH:19]=[CH:18][C:17]([I:20])=[CH:16][C:15]=2[F:21])=[N:4][N:3]=1.[N:22]([CH2:25][C:26]([O:28][CH2:29][CH3:30])=[O:27])=[C:23]=[O:24].N(CC([O-])=O)=C=O>C1COCC1.C(OCC)C>[CH2:29]([O:28][C:26](=[O:27])[CH2:25][NH:22][C:23]([NH:1][C:2]1[O:6][C:5]([C:7]2[CH:12]=[CH:11][N:10]=[CH:9][C:8]=2[NH:13][C:14]2[CH:19]=[CH:18][C:17]([I:20])=[CH:16][C:15]=2[F:21])=[N:4][N:3]=1)=[O:24])[CH3:30]. Reaction conditions: time 8 hour. Solvent: C(C)OCC (diethyl ether), C1CCOC1 (THF). Yield: 54.4%. The reactants are CSC(C(C)C(=O)OCc1ccccc1)C1CCCN1C(=O)OC(C)(C)C, CCO, [OH-], [OH-], [Pd+2]. The product is CSC(C(C)C(=O)O)C1CCCN1C(=O)OC(C)(C)C. As a reaction SMILES: [C:1]([CH3:2])([CH3:3])([CH3:4])[O:5][C:6](=[O:7])[N:8]1[CH:9]([CH:13]([CH:14]([CH3:15])[C:16](=[O:17])[O:18][CH2:19][c:20]2[cH:21][cH:22][cH:23][cH:24][cH:25]2)[S:26][CH3:27])[CH2:10][CH2:11][CH2:12]1.[CH3:28][CH2:29][OH:30].[OH-:31].[OH-:32].[Pd+2:33]>>[C:1]([CH3:2])([CH3:3])([CH3:4])[O:5][C:6](=[O:7])[N:8]1[CH:9]([CH:13]([CH:14]([CH3:15])[C:16](=[O:17])[OH:18])[S:26][CH3:27])[CH2:10][CH2:11][CH2:12]1. Starting materials: CS(=O)(=O)N1C=CC2=CC(=CC=C12)N (N-(methanesulfonyl)-5-amino-1H-indole), C1=CCN2C=CC(C=C12)=O (7-indolizinone). The product is CS(=O)(=O)N1C=C(C2=CC(=CC=C12)N)C1=CCN2CCCC2C1 (N-(methanesulfonyl)-3-(1,2,3,4,5,8-hexahydroindolizin-7-yl)-5-amino-1H-indole). As a reaction SMILES: [CH3:1][S:2]([N:5]1[C:13]2[C:8](=[CH:9][C:10]([NH2:14])=[CH:11][CH:12]=2)[CH:7]=[CH:6]1)(=[O:4])=[O:3].[CH:15]1[C:23]2[N:18]([CH:19]=[CH:20][C:21](=O)[CH:22]=2)[CH2:17][CH:16]=1>>[CH3:1][S:2]([N:5]1[C:13]2[C:8](=[CH:9][C:10]([NH2:14])=[CH:11][CH:12]=2)[C:7]([C:21]2[CH2:22][CH:23]3[N:18]([CH2:17][CH2:16][CH2:15]3)[CH2:19][CH:20]=2)=[CH:6]1)(=[O:4])=[O:3]. Reported procedure: The N-(methanesulfonyl)-5-amino-1H-indole (1.06 g, 5.00 mmol) and the 7-indolizinone (900 mg, 6.50 mmol) were converted to product by the procedure of Example 2 to give 807 mg. (48.7%). RXN SMILES: [Cl:1][C:2]1[CH:3]=[C:4]([CH:9]2[CH:13]([C:14]3[CH:19]=[CH:18][N:17]=[CH:16][CH:15]=3)[N:12]([CH:20]([CH3:22])[CH3:21])[NH:11][C:10]2=[O:23])[CH:5]=[CH:6][C:7]=1[Cl:8].[Li+].[CH3:25][Si]([N-][Si](C)(C)C)(C)C.IC>C1COCC1>[Cl:1][C:2]1[CH:3]=[C:4]([CH:9]2[CH:13]([C:14]3[CH:19]=[CH:18][N:17]=[CH:16][CH:15]=3)[N:12]([CH:20]([CH3:21])[CH3:22])[N:11]([CH3:25])[C:10]2=[O:23])[CH:5]=[CH:6][C:7]=1[Cl:8] |f:1.2|. Procedure: In a 100 mL round bottom flask, was added 0.1 g 4-(3,4-Dichloro-phenyl)-1-isopropyl-5-pyridin-4-yl-pyrazolidin-3-one and 10 mL THF, stirred at 0° C. under nitrogen. 0.43 mL 1 M LHMDS in THF was added drop wise. After stirred at 0° C. for 30 min 0.026 mL iodomethane was added drop wise. The resulted mixture was stirred from 0° C. to rt for 2 hours, quenched with 20 mL sat. NH4Cl, extracted with dichloromethane 3×25 mL. The organic phase was dried over anhydrous Na2SO4. After purification by flash... The solvent is C1CCOC1 (THF), C1CCOC1 (THF). Conditions: temperature 0 celsius. The product is ClC=1C=C(C=CC1Cl)C1C(N(N(C1C1=CC=NC=C1)C(C)C)C)=O (4-(3,4-Dichloro-phenyl)-1-isopropyl-2-methyl-5-pyridin-4-yl-pyrazolidin-3-one). Starting materials: ClC=1C=C(C=CC1Cl)C1C(NN(C1C1=CC=NC=C1)C(C)C)=O (4-(3,4-Dichloro-phenyl)-1-isopropyl-5-pyridin-4-yl-pyrazolidin-3-one), [Li+].C[Si](C)(C)[N-][Si](C)(C)C (LHMDS), IC (iodomethane). The reactants are C(C(=O)Cl)(=O)Cl (oxalyl chloride), ClC1=C(C(=O)O)C=C(C=C1)C(F)(F)F (2-chloro-5-trifluoromethyl-benzoic acid), CO (methanol). The reagents and catalysts are CN(C=O)C (N,N-dimethylformamide). Run in ClCCl (dichloromethane), ClCCl (dichloromethane). Run at time 2 hour. Product: ClC1=C(C(=O)OC)C=C(C=C1)C(F)(F)F (methyl 2-chloro-5-trifluoromethyl-benzoate). The yield is 87.0%. RXN SMILES: [Cl:1][C:2]1[CH:10]=[CH:9][C:8]([C:11]([F:14])([F:13])[F:12])=[CH:7][C:3]=1[C:4]([OH:6])=[O:5].[C:15](Cl)(=O)C(Cl)=O.CO>ClCCl.CN(C)C=O>[Cl:1][C:2]1[CH:10]=[CH:9][C:8]([C:11]([F:12])([F:13])[F:14])=[CH:7][C:3]=1[C:4]([O:6][CH3:15])=[O:5]. Procedure: To a suspension of 2-chloro-5-trifluoromethyl-benzoic acid (2.8 g, 12.5 mmol) in dichloromethane (50 ml) was added a solution of oxalyl chloride in dichloromethane (2 M, 7 ml, 14 mmol) followed by N,N-dimethylformamide (5 drops). After stirring for 2 hours, methanol (10 ml) was added. After stirring for 20 hours, the mixture was concentrated under reduced pressure. The residue was partitioned between ethyl acetate (200 ml) and saturated aqueous potassium carbonate solution (100 ml). The organic ...